This data is from the Open Reaction Database (ORD), a public repository of structured organic reaction records. The task is: describe an organic reaction: reactants, conditions, products, and yield Reactants: CC(C)(C)OC(=O)C1C(C#CC(=O)OCC(Cl)(Cl)Cl)C1(C)C, Cc1ccccc1, Cc1ccc(S(=O)(=O)O)cc1. Product: CC1(C)C(C#CC(=O)OCC(Cl)(Cl)Cl)C1C(=O)O. Reaction SMILES: [CH3:1][C:2]1([CH3:22])[CH:3]([C:15](=[O:16])[O:17][C:18]([CH3:19])([CH3:20])[CH3:21])[CH:4]1[C:5]#[C:6][C:7](=[O:8])[O:9][CH2:10][C:11]([Cl:12])([Cl:13])[Cl:14].[CH3:34][c:35]1[cH:36][cH:37][cH:38][cH:39][cH:40]1.[c:23]1([CH3:24])[cH:25][cH:26][c:27]([S:28]([OH:29])(=[O:30])=[O:31])[cH:32][cH:33]1>>[CH3:1][C:2]1([CH3:22])[CH:3]([C:15](=[O:16])[OH:17])[CH:4]1[C:5]#[C:6][C:7](=[O:8])[O:9][CH2:10][C:11]([Cl:12])([Cl:13])[Cl:14]. Reactants: N([C@H](CCCNC(N(C(=O)OCC1=CC=CC=C1)C(=O)OCC1=CC=CC=C1)=N)C(=O)O)C(=O)OC(C)(C)C (Boc—(D)—Arg(Cbz2)—OH), ON1C(=O)CCC1=O (HOSu), CCN(C(C)C)C(C)C (DIEA), C(CCl)Cl (EDC). Run in C(Cl)Cl (CH2Cl2). Reaction conditions: time 48 hour. Product: N([C@H](CCCNC(N(C(=O)OCC1=CC=CC=C1)C(=O)OCC1=CC=CC=C1)=N)C(=O)ON1C(=O)CCC1=O)C(=O)OC(C)(C)C (Boc—(D)—Arg(Cbz2)—OSu). The yield is 86.9%. As a reaction SMILES: [NH:1]([C:33]([O:35][C:36]([CH3:39])([CH3:38])[CH3:37])=[O:34])[C@@H:2]([C:30]([OH:32])=[O:31])[CH2:3][CH2:4][CH2:5][NH:6][C:7](=[NH:29])[N:8]([C:19]([O:21][CH2:22][C:23]1[CH:28]=[CH:27][CH:26]=[CH:25][CH:24]=1)=[O:20])[C:9]([O:11][CH2:12][C:13]1[CH:18]=[CH:17][CH:16]=[CH:15][CH:14]=1)=[O:10].O[N:41]1[C:46](=[O:47])[CH2:45][CH2:44][C:42]1=[O:43].CCN(C(C)C)C(C)C.C(Cl)CCl>C(Cl)Cl>[NH:1]([C:33]([O:35][C:36]([CH3:39])([CH3:38])[CH3:37])=[O:34])[C@@H:2]([C:30]([O:32][N:41]1[C:46](=[O:47])[CH2:45][CH2:44][C:42]1=[O:43])=[O:31])[CH2:3][CH2:4][CH2:5][NH:6][C:7](=[NH:29])[N:8]([C:9]([O:11][CH2:12][C:13]1[CH:18]=[CH:17][CH:16]=[CH:15][CH:14]=1)=[O:10])[C:19]([O:21][CH2:22][C:23]1[CH:28]=[CH:27][CH:26]=[CH:25][CH:24]=1)=[O:20]. Reported procedure: To a solution of Boc—(D)—Arg(Cbz2)—OH ( 1 g, 1.8 mmol) in CH2Cl2 (10 mL) was added HOSu (466 mg, 4.06 mmol), DIEA (1 mL) and EDC (846 mg, 4.4 mmol). The solution was stirred for 48 h. The solvent was evaporated and residue was dissolved in EtOAc (50 mL) and water (10 mL). The separated organic layer was washed with sat. NaHCO3 (10 mL), water (10 mL), 1 M HCl (10 mL) and sat. NaCl (3×10 mL). The organic layer was dried over MgSO4, filtered and evaporated. The oily residue was either used directly... Solvent: CCOCC (ether), CCOCC (ether). The product is OC1=CC=C(C(=C1C=O)OC)OCCC (6-Hydroxy-2-methoxy-3-n-propoxybenzaldehyde). Procedure: 1 ml of bromobenzene (11.88 ml) was added to a mixture of lithium chips (1.63 g) and anhydrous ether (90 ml) under nitrogen. When the reaction had commenced the remainder of the bromobenzene was added dropwise to the stirred mixture at such a rate as to cause gentle refluxing. After the addition was complete the mixture was stirred and refluxed (1 hr) and then cooled to room temperature. 3-Methoxy-4-n-propoxyphenol tetrahydropyranyl ether (30.03 g, 0.113 M) was added dropwise to the stirred mixt... RXN SMILES: BrC1C=CC=CC=1.[Li].O1CCCCC1[O:15][C:16]1[CH:21]=[CH:20][C:19]([O:22][CH2:23][CH2:24][CH3:25])=[C:18]([O:26][CH3:27])[CH:17]=1.CN(C)[CH:30]=[O:31]>CCOCC>[OH:15][C:16]1[C:17]([CH:30]=[O:31])=[C:18]([O:26][CH3:27])[C:19]([O:22][CH2:23][CH2:24][CH3:25])=[CH:20][CH:21]=1 |^1:7|. Starting materials: O1C(CCCC1)OC1=CC(=C(C=C1)OCCC)OC (3-Methoxy-4-n-propoxyphenol tetrahydropyranyl ether), CN(C=O)C (dimethyl formamide), BrC1=CC=CC=C1 (bromobenzene), [Li] (lithium), BrC1=CC=CC=C1 (bromobenzene), sulphuric acid ice. Reactants: CCCCC1CCC(CCC(CO)CO)CC1, Cc1ccc(S(=O)(=O)O)cc1, ClCCl, O=Cc1ccc(F)cc1. Product: CCCCC1CCC(CCC2COC(c3ccc(F)cc3)OC2)CC1. As a reaction SMILES: [CH2:1]([CH2:2][CH2:3][CH3:4])[CH:5]1[CH2:6][CH2:7][CH:8]([CH2:11][CH2:12][CH:13]([CH2:14][OH:15])[CH2:16][OH:17])[CH2:9][CH2:10]1.[CH3:27][c:28]1[cH:29][cH:30][c:31]([S:32]([OH:33])(=[O:34])=[O:35])[cH:36][cH:37]1.[Cl:38][CH2:39][Cl:40].[F:18][c:19]1[cH:20][cH:21][c:22]([CH:23]=[O:24])[cH:25][cH:26]1>>[CH2:1]([CH2:2][CH2:3][CH3:4])[CH:5]1[CH2:6][CH2:7][CH:8]([CH2:11][CH2:12][CH:13]2[CH2:14][O:15][CH:23]([c:22]3[cH:21][cH:20][c:19]([F:18])[cH:26][cH:25]3)[O:17][CH2:16]2)[CH2:9][CH2:10]1. Starting materials: O=C1CCC(=O)N1Br, C1CCOC1, Nc1cc(-c2cccc(Cl)c2)n[nH]1. Product: Nc1[nH]nc(-c2cccc(Cl)c2)c1Br. As a reaction SMILES: [Br:14][N:15]1[C:16](=[O:17])[CH2:18][CH2:19][C:20]1=[O:21].[CH2:22]1[O:23][CH2:24][CH2:25][CH2:26]1.[Cl:1][c:2]1[cH:3][c:4](-[c:8]2[cH:9][c:10]([NH2:13])[nH:11][n:12]2)[cH:5][cH:6][cH:7]1>>[Cl:1][c:2]1[cH:3][c:4](-[c:8]2[c:9]([Br:14])[c:10]([NH2:13])[nH:11][n:12]2)[cH:5][cH:6][cH:7]1. Reactants: COC(CC1(OCC(C2=C1NC1=C(C=CC=C21)CC)=NO)CC)=O ([1,8-Diethyl-4-hydroxyimino-1,3,4,9-tetrahydro-pyrano[3.4-b]indol-1-yl]-acetic acid methyl ester), C(=O)([O-])[O-].[K+].[K+] (K2CO3), CO (MeOH). The solvent is O (H2O). Product: C(C)C1(OCC(C2=C1NC1=C(C=CC=C21)CC)=NO)CC(=O)O ([1,8-Diethyl-4-hydroxyimino-1,3,4,9-tetrahydro-pyrano[3.4-b]indol-1-yl]-acetic acid). As a reaction SMILES: C[O:2][C:3](=[O:24])[CH2:4][C:5]1([CH2:22][CH3:23])[C:10]2[NH:11][C:12]3[C:17]([C:9]=2[C:8](=[N:20][OH:21])[CH2:7][O:6]1)=[CH:16][CH:15]=[CH:14][C:13]=3[CH2:18][CH3:19].C([O-])([O-])=O.[K+].[K+].CO>O>[CH2:22]([C:5]1([CH2:4][C:3]([OH:24])=[O:2])[C:10]2[NH:11][C:12]3[C:17]([C:9]=2[C:8](=[N:20][OH:21])[CH2:7][O:6]1)=[CH:16][CH:15]=[CH:14][C:13]=3[CH2:18][CH3:19])[CH3:23] |f:1.2.3|. Procedure: The product of Step A (0.182 g, 0.55 mmol), K2CO3 (0.1 g, 0.71 mmol) and a MeOH--H2O mixture (10 ml-1 ml) were refluxed for 3 h. The reaction mixture was cooled to room temperature and the methanol was removed. To the reaction mixture was added 10 ml H2O, which was then acidified using 1N HCl. The aqueous phase was extracted with EtOAc, which was dried (MgSO4), evaporated and triturated using hexane to yield a solid, m.p. 165°-168° C. (dec.). Starting materials: [Br-], COc1cc2ncnc(N3CCC(n4c(=O)c5cc(C(C)=O)ccc5n(C)c4=O)CC3)c2cc1OC, C1CCOC1, C[Mg+], [Ce+3], [Cl-], [Cl-], [Cl-], [Cl-], [NH4+]. Product: COc1cc2ncnc(N3CCC(n4c(=O)c5cc(C(C)(C)O)ccc5n(C)c4=O)CC3)c2cc1OC. As a reaction SMILES: [Br-:5].[C:8]([CH3:9])(=[O:10])[c:11]1[cH:12][c:13]2[c:14](=[O:43])[n:15]([CH:23]3[CH2:24][CH2:25][N:26]([c:29]4[n:30][cH:31][n:32][c:33]5[cH:34][c:35]([O:41][CH3:42])[c:36]([O:39][CH3:40])[cH:37][c:38]45)[CH2:27][CH2:28]3)[c:16](=[O:22])[n:17]([CH3:21])[c:18]2[cH:19][cH:20]1.[CH2:46]1[O:47][CH2:48][CH2:49][CH2:50]1.[CH3:6][Mg+:7].[Ce+3:2].[Cl-:1].[Cl-:3].[Cl-:44].[Cl-:4].[NH4+:45]>>[CH3:6][C:8]([CH3:9])([OH:10])[c:11]1[cH:12][c:13]2[c:14](=[O:43])[n:15]([CH:23]3[CH2:24][CH2:25][N:26]([c:29]4[n:30][cH:31][n:32][c:33]5[cH:34][c:35]([O:41][CH3:42])[c:36]([O:39][CH3:40])[cH:37][c:38]45)[CH2:27][CH2:28]3)[c:16](=[O:22])[n:17]([CH3:21])[c:18]2[cH:19][cH:20]1. Starting materials: CCc1ccc(NC(=O)C2(NC(=O)OC(C)(C)C)CCN(C(=O)OCc3ccccc3)CC2)cc1, CO. Yields the product CCc1ccc(NC(=O)C2(NC(=O)OC(C)(C)C)CCNCC2)cc1. As a reaction SMILES: [CH2:1]([O:2][C:3](=[O:4])[N:11]1[CH2:12][CH2:13][C:14]([C:17]([NH:18][c:19]2[cH:20][cH:21][c:22]([CH2:25][CH3:26])[cH:23][cH:24]2)=[O:27])([NH:28][C:29](=[O:30])[O:31][C:32]([CH3:33])([CH3:34])[CH3:35])[CH2:15][CH2:16]1)[c:5]1[cH:6][cH:7][cH:8][cH:9][cH:10]1.[CH3:36][OH:37]>>[NH:11]1[CH2:12][CH2:13][C:14]([C:17]([NH:18][c:19]2[cH:20][cH:21][c:22]([CH2:25][CH3:26])[cH:23][cH:24]2)=[O:27])([NH:28][C:29](=[O:30])[O:31][C:32]([CH3:33])([CH3:34])[CH3:35])[CH2:15][CH2:16]1.